Dataset: the Open Reaction Database (ORD), a public repository of structured organic reaction records. Task: describe an organic reaction: reactants, conditions, products, and yield Starting materials: C(=O)(O)[O-].[Na+] (NaHCO3), OO.NC(=O)N (Hydrogen peroxide•Urea), C1(C=2C(C(=O)O1)=CC=CC2)=O (phthalic anhydride), FC(C1=CC=C(C=C1)OC(N(C)CC[C@@H]1CC[C@H](CC1)CN(CCO)CC)=O)(F)F (trans-(2-(4-{[ethyl-(2-hydroxy-ethyl)-amino]-methyl}-cyclohexyl)-ethyl]-methyl-carbamic acid 4-trifluoromethyl-phenyl ester), C1(C=2C(C(=O)O1)=CC=CC2)=O (phthalic anhydride), OO.NC(=O)N (Hydrogen peroxide•Urea). Run in CCOCC.O (ether water), C(Cl)Cl (CH2Cl2). Run at time 2 day. Product: C(C)[N+]([O-])(C[C@@H]1CC[C@H](CC1)CCN(C(=O)OC1=CC=C(C=C1)C(F)(F)F)C)CCO (rac-trans-ethyl(2-hydroxyethyl)({4-[2-(methyl{[4-(trifluoromethyl)phenoxy]carbonyl}amino)ethyl]cyclohexyl}methyl)ammoniumolate). The yield is 62.0%. Reaction SMILES: [F:1][C:2]([F:30])([F:29])[C:3]1[CH:8]=[CH:7][C:6]([O:9][C:10](=[O:28])[N:11]([CH2:13][CH2:14][C@H:15]2[CH2:20][CH2:19][C@H:18]([CH2:21][N:22]([CH2:26][CH3:27])[CH2:23][CH2:24][OH:25])[CH2:17][CH2:16]2)[CH3:12])=[CH:5][CH:4]=1.C1(=O)OC(=[O:35])C2=CC=CC=C12.OO.NC(N)=O.C([O-])(O)=O.[Na+]>C(Cl)Cl.CCOCC.O>[CH2:26]([N+:22]([CH2:23][CH2:24][OH:25])([CH2:21][C@H:18]1[CH2:19][CH2:20][C@H:15]([CH2:14][CH2:13][N:11]([CH3:12])[C:10]([O:9][C:6]2[CH:7]=[CH:8][C:3]([C:2]([F:29])([F:30])[F:1])=[CH:4][CH:5]=2)=[O:28])[CH2:16][CH2:17]1)[O-:35])[CH3:27] |f:2.3,4.5,7.8|. Reported procedure: A mixture of 702 mg (1.63 mmol) [trans-(2-(4-{[ethyl-(2-hydroxy-ethyl)-amino]-methyl}-cyclohexyl)-ethyl]-methyl-carbamic acid 4-trifluoromethyl-phenyl ester, 256.6 mg (1.8 mmol) of phthalic anhydride and 335 mg (3.54 mmol) of Hydrogen peroxide•Urea adduct in 7 ml of CH2Cl2, was stirred for two days at RT. Additional 100 mg (1.06 mmol) of Hydrogen peroxide•Urea adduct and 50 mg (0.34 mmol) of phthalic anhydride were added to the reaction mixture. After another 3 h at RT, 10 ml of aqueous saturate... The reactants are C(C)(C)(C)OC(=O)NC1C(NC2=C(NC1=O)C=CC=C2)=O (3-(t-Butoxycarbonylamino)-1H-1,5-benzodiazepine-2,4(3H,5H)-dione), S1C(=CC=C1)C(=O)CCl (2-thienylcarbonylmethyl chloride). The product is S1C(=CC=C1)C(=O)CN1C(C(C(N(C2=C1C=CC=C2)CC(=O)C=2SC=CC2)=O)NC(=O)OC(C)(C)C)=O (1,5-Bis-(thienylcarbonylmethyl)-3-(t-butoxycarbonylamino)-1H-1,5-benzodiazepine-2,4(3H,5H)-dione). RXN SMILES: [C:1]([O:5][C:6]([NH:8][CH:9]1[C:15](=[O:16])[NH:14][C:13]2[CH:17]=[CH:18][CH:19]=[CH:20][C:12]=2[NH:11][C:10]1=[O:21])=[O:7])([CH3:4])([CH3:3])[CH3:2].[S:22]1[CH:26]=[CH:25][CH:24]=[C:23]1[C:27]([CH2:29]Cl)=[O:28]>>[S:22]1[CH:26]=[CH:25][CH:24]=[C:23]1[C:27]([CH2:29][N:14]1[C:13]2[CH:17]=[CH:18][CH:19]=[CH:20][C:12]=2[N:11]([CH2:29][C:27]([C:23]2[S:22][CH:26]=[CH:25][CH:24]=2)=[O:28])[C:10](=[O:21])[CH:9]([NH:8][C:6]([O:5][C:1]([CH3:4])([CH3:2])[CH3:3])=[O:7])[C:15]1=[O:16])=[O:28]. Procedure details: Compound 14g is prepared in a manner similar to that used for preparation of Compound 14 h using previously prepared Compound 13 and 2-thienylcarbonylmethyl chloride.